This data is from the Open Reaction Database (ORD), a public repository of structured organic reaction records. The task is: describe an organic reaction: reactants, conditions, products, and yield Reactants: C(CCC)N(CCN)CCCC (2-(dibutylamino)-ethylamine), C(#N)C1=CNC2=CC=C(C=C12)CCNC(C1=CC=C(C=C1)C1=NC(=NC=C1)Cl)=O (N-[2-(3-Cyano-1H-indol-5-yl)-ethyl]-4-[2-chloro-pyrimidin-4-yl]-benzamide). The product is C(#N)C1=CNC2=CC=C(C=C12)CCNC(C1=CC=C(C=C1)C1=NC(=NC=C1)NCCN(CCCC)CCCC)=O (N-[2-(3-Cyano-1H-indol-5-yl)-ethyl]-4-[2-(2-dibutylamino-ethylamino)-pyrimidin-4-yl]-benzamide). Reaction SMILES: [CH2:1]([N:5]([CH2:9][CH2:10][CH2:11][CH3:12])[CH2:6][CH2:7][NH2:8])[CH2:2][CH2:3][CH3:4].[C:13]([C:15]1[C:23]2[C:18](=[CH:19][CH:20]=[C:21]([CH2:24][CH2:25][NH:26][C:27](=[O:41])[C:28]3[CH:33]=[CH:32][C:31]([C:34]4[CH:39]=[CH:38][N:37]=[C:36](Cl)[N:35]=4)=[CH:30][CH:29]=3)[CH:22]=2)[NH:17][CH:16]=1)#[N:14]>>[C:13]([C:15]1[C:23]2[C:18](=[CH:19][CH:20]=[C:21]([CH2:24][CH2:25][NH:26][C:27](=[O:41])[C:28]3[CH:33]=[CH:32][C:31]([C:34]4[CH:39]=[CH:38][N:37]=[C:36]([NH:8][CH2:7][CH2:6][N:5]([CH2:9][CH2:10][CH2:11][CH3:12])[CH2:1][CH2:2][CH2:3][CH3:4])[N:35]=4)=[CH:30][CH:29]=3)[CH:22]=2)[NH:17][CH:16]=1)#[N:14]. Reported procedure: Using 2-(dibutylamino)-ethylamine and N-[2-(3-Cyano-1H-indol-5-yl)-ethyl]-4-[2-chloro-pyrimidin-4-yl]-benzamide (reference example 1az) as substrates.